The task is: describe an organic reaction: reactants, conditions, products, and yield. This data is from the Open Reaction Database (ORD), a public repository of structured organic reaction records. The reactants are O (water), CN(C(=O)C=1C=C(C2=C(NC(=N2)C)C1)OCC1=CC=CC=C1)C (N,N,2-Trimethyl-4-[(phenylmethyl)oxy]-1H-benzimidazole-6-carboxamide), CC1=CC=C(C=C1)S(=O)(=O)Cl (4-methylbenzenesulfonyl chloride), [H-].[Na+] (sodium hydride). The solvent is CN(C=O)C (N,N-dimethylformamide). Run at time 30 minute. The product is CN(C(=O)C=1C=C(C2=C(N(C(=N2)C)S(=O)(=O)C2=CC=C(C=C2)C)C1)OCC1=CC=CC=C1)C (N,N,2-Trimethyl-1-[(4-methylphenyl)sulfonyl]-4-[(phenylmethyl)oxy]-1H-benzimidazole-6-carboxamide). Isolated yield 71.9%. Reaction SMILES: [CH3:1][N:2]([CH3:23])[C:3]([C:5]1[CH:6]=[C:7]([O:15][CH2:16][C:17]2[CH:22]=[CH:21][CH:20]=[CH:19][CH:18]=2)[C:8]2[N:12]=[C:11]([CH3:13])[NH:10][C:9]=2[CH:14]=1)=[O:4].[H-].[Na+].[CH3:26][C:27]1[CH:32]=[CH:31][C:30]([S:33](Cl)(=[O:35])=[O:34])=[CH:29][CH:28]=1.O>CN(C)C=O>[CH3:23][N:2]([CH3:1])[C:3]([C:5]1[CH:6]=[C:7]([O:15][CH2:16][C:17]2[CH:22]=[CH:21][CH:20]=[CH:19][CH:18]=2)[C:8]2[N:12]=[C:11]([CH3:13])[N:10]([S:33]([C:30]3[CH:31]=[CH:32][C:27]([CH3:26])=[CH:28][CH:29]=3)(=[O:35])=[O:34])[C:9]=2[CH:14]=1)=[O:4] |f:1.2|. Reported procedure: To a suspension of N,N,2-trimethyl-4-[(phenylmethyl)oxy]-1H-benzimidazole-6-carboxamide (928 mg, 3.0 mmol, STEP 5) in N,N-dimethylformamide (20 mL) was added sodium hydride (60% in mineral oil, 180 mg, 4.50 mmol) at 0° C. After stirring at room temperature for 30 minutes, the reaction mixture was cooled to 0° C. To the mixture was added 4-methylbenzenesulfonyl chloride (572 mg, 3.00 mmol) at 0° C., and the reaction mixture was stirred at room temperature for 2 hours. The mixture was poured into ... Starting materials: ClC1=C(C(=CC=C1)Cl)N1C(CCC2=C(C=C(C=C12)OC)C1=C(C=C(C=C1)F)F)=O (1-(2,6-dichlorophenyl)-5-(2,4-difluorophenyl)-3,4-dihydro-7-methoxy-2(1H)-quinolinone), BrC1=C2CCC(N(C2=CC(=C1)OC)C1=C(C=CC=C1Cl)Cl)=O (5-bromo-1-(2,6-dichlorophenyl)-3,4-dihydro-7-methoxy-2(1H)-quinolinone), BrC1=C2CCC(N(C2=CC(=C1)OC)C1=C(C=CC=C1Cl)Cl)=O (5-bromo-1-(2,6-dichlorophenyl)-3,4-dihydro-7-methoxy-2(1H)-quinolinone), ClC1=C(C=C(C=C1)F)B(O)O (2chloro-5-fluorophenylboronic acid). Product: ClC1=C(C=C(C=C1)F)C1=C2CCC(N(C2=CC(=C1)OC)C1=C(C=CC=C1Cl)Cl)=O (5-(2-Chloro-5-fluorophenyl)-1-(2,6-dichlorophenyl)-3,4-dihydro-7-methoxy-2(1H)-quinolinone). Reaction SMILES: Br[C:2]1[CH:11]=[C:10]([O:12][CH3:13])[CH:9]=[C:8]2[C:3]=1[CH2:4][CH2:5][C:6](=[O:22])[N:7]2[C:14]1[C:19]([Cl:20])=[CH:18][CH:17]=[CH:16][C:15]=1[Cl:21].[Cl:23][C:24]1[CH:29]=[CH:28][C:27]([F:30])=[CH:26][C:25]=1B(O)O.ClC1C=CC=C(Cl)C=1N1C2C(=C(C3C=CC(F)=CC=3F)C=C(OC)C=2)CCC1=O>>[Cl:23][C:24]1[CH:29]=[CH:28][C:27]([F:30])=[CH:26][C:25]=1[C:2]1[CH:11]=[C:10]([O:12][CH3:13])[CH:9]=[C:8]2[C:3]=1[CH2:4][CH2:5][C:6](=[O:22])[N:7]2[C:14]1[C:19]([Cl:20])=[CH:18][CH:17]=[CH:16][C:15]=1[Cl:21]. Reported procedure: 5-(2-Chloro-5-fluorophenyl)-1-(2,6-dichlorophenyl)-3,4-dihydro-7-methoxy-2(1H)-quinolinone was prepared from 5-bromo-1-(2,6-dichlorophenyl)-3,4-dihydro-7-methoxy-2(1H)-quinolinone (INTERMEDIATE 1) and 2chloro-5-fluorophenylboronic acid by a procedure analogous to that described in INTERMEDIATE 2. Mass spectrum (ESI) 450.0 (M+1). 1H NMR (500 MHz, CDCl3): δ 7.52 (dd, J=3.0 Hz, 8.0 Hz, 2H); 7.25-7.42 (m, 3H); 7.10 (dt, J=2.5 Hz, 1H); 6.47 (d. J=2.0 Hz, 1H); 5.91 (d, J=2.5 Hz, 1H); 3.70 (s, 3H), 2.6... The reactants are C(O)([O-])=O.[Na+] (sodium hydrogencarbonate), Cl.Cl.N1(CCCCC1)C(=O)OC=1C=NC=CC1 (3-pyridyl 1-piperidinecarboxylate dihydrochloride), TEA, Cl.CN(CCCN=C=NCC)C (1-[3-(dimethylamino)propyl]-3-ethylcarbodiimide hydrochloride), ON1N=NC2=C1C=CC=C2 (1-hydroxybenzotriazole), NC(=O)C1=CC=C(OCC(=O)O)C=C1 ([4-(aminocarbonyl)phenoxy]acetic acid). Run in CN(C)C=O (DMF). Conditions: time 5 hour. Product: NC(=O)C1=CC=C(OCC(=O)C2CCN(CC2)C(=O)OC=2C=NC=CC2)C=C1 (pyridin-3-yl 4-{[4-(aminocarbonyl)phenoxy]acetyl}piperidine-1-carboxylate). Yield: 79.2%. As a reaction SMILES: Cl.CN(C)CCCN=C=NCC.ON1C2C=CC=CC=2N=N1.[NH2:23][C:24]([C:26]1[CH:36]=[CH:35][C:29]([O:30][CH2:31][C:32]([OH:34])=O)=[CH:28][CH:27]=1)=[O:25].Cl.Cl.[N:39]1([C:45]([O:47][C:48]2[CH:49]=[N:50][CH:51]=[CH:52][CH:53]=2)=[O:46])[CH2:44][CH2:43][CH2:42][CH2:41][CH2:40]1.C(=O)([O-])O.[Na+]>CN(C=O)C>[NH2:23][C:24]([C:26]1[CH:27]=[CH:28][C:29]([O:30][CH2:31][C:32]([CH:42]2[CH2:43][CH2:44][N:39]([C:45]([O:47][C:48]3[CH:49]=[N:50][CH:51]=[CH:52][CH:53]=3)=[O:46])[CH2:40][CH2:41]2)=[O:34])=[CH:35][CH:36]=1)=[O:25] |f:0.1,4.5.6,7.8|. Procedure details: TEA (0.251 ml), 1-[3-(dimethylamino)propyl]-3-ethylcarbodiimide hydrochloride (259 mg), 1-hydroxybenzotriazole (122 mg) and the above-produced compound [4-(aminocarbonyl)phenoxy]acetic acid (184 mg) were added to a DMF (5 ml) solution containing 3-pyridyl 1-piperidinecarboxylate dihydrochloride (252 mg) obtained in the method of Example 121, followed by stirring at room temperature for 5 hours. An aqueous saturated sodium hydrogencarbonate solution was added to the reaction solution, followed by... The reactants are Cl.NO (hydroxylamine hydrochloride), C(C)(=O)NC(CC=1C2=C(SC1)C=CC=C2)C(CCC2=CC(=CC(=C2)C(F)(F)F)C(F)(F)F)=O (2-Acetamido-1-(3-benzo[b]thienyl)-5-(3,5-bistrifluoromethylphenyl)-3-pentanone), C(C)(=O)[O-].[Na+] (sodium acetate). Run in CO (methanol). Reaction conditions: time 16 hour. Product: C(C)(=O)NC(CC=1C2=C(SC1)C=CC=C2)C(CCC2=CC(=CC(=C2)C(F)(F)F)C(F)(F)F)=NO (2-Acetamido-1-(3-benzo[b]thienyl)-5-(3,5-bistrifluoromethylphenyl)-3-oximinopentane). As a reaction SMILES: [C:1]([NH:4][CH:5]([C:16](=O)[CH2:17][CH2:18][C:19]1[CH:24]=[C:23]([C:25]([F:28])([F:27])[F:26])[CH:22]=[C:21]([C:29]([F:32])([F:31])[F:30])[CH:20]=1)[CH2:6][C:7]1[C:8]2[CH:15]=[CH:14][CH:13]=[CH:12][C:9]=2[S:10][CH:11]=1)(=[O:3])[CH3:2].Cl.[NH2:35][OH:36].C([O-])(=O)C.[Na+]>CO>[C:1]([NH:4][CH:5]([C:16](=[N:35][OH:36])[CH2:17][CH2:18][C:19]1[CH:24]=[C:23]([C:25]([F:27])([F:26])[F:28])[CH:22]=[C:21]([C:29]([F:32])([F:31])[F:30])[CH:20]=1)[CH2:6][C:7]1[C:8]2[CH:15]=[CH:14][CH:13]=[CH:12][C:9]=2[S:10][CH:11]=1)(=[O:3])[CH3:2] |f:1.2,3.4|. Procedure details: The compound of Example 4 (0.5 g) was dissolved in methanol followed by hydroxylamine hydrochloride (0.220 g) and sodium acetate (0.7 g). The reaction was stirred for 16 hours, the solvent was removed and the residue was dissolved in ethyl acetate (100 ml), washed with water (100 ml), dried (MgSO4), filtered and evaporated to yield an oil which was purified by chromatography on silica using dichloromethane/Et2O (3:1) to yield the title compound isomer A as a white solid, mp=200°-201° C.; found: ... Reactants: CCOC(=O)Nc1ccc(-c2nnc(CSCCOc3ccccc3)o2)cc1, CN(C)CCNCc1ccccc1. Reaction SMILES: [CH2:1]([O:3][C:4](=[O:2])[NH:5][c:6]1[cH:7][cH:8][c:9](-[c:12]2[o:13][c:14]([CH2:17][S:18][CH2:19][CH2:20][O:21][c:22]3[cH:23][cH:24][cH:25][cH:26][cH:27]3)[n:15][n:16]2)[cH:10][cH:11]1)[CH3:28].[CH2:29]([c:30]1[cH:31][cH:32][cH:33][cH:34][cH:35]1)[NH:36][CH2:37][CH2:38][N:39]([CH3:40])[CH3:41]>>[O:3]=[C:4]([NH:5][c:6]1[cH:7][cH:8][c:9](-[c:12]2[o:13][c:14]([CH2:17][S:18][CH2:19][CH2:20][O:21][c:22]3[cH:23][cH:24][cH:25][cH:26][cH:27]3)[n:15][n:16]2)[cH:10][cH:11]1)[N:36]([CH2:29][c:30]1[cH:31][cH:32][cH:33][cH:34][cH:35]1)[CH2:37][CH2:38][N:39]([CH3:40])[CH3:41]. Product: CN(C)CCN(Cc1ccccc1)C(=O)Nc1ccc(-c2nnc(CSCCOc3ccccc3)o2)cc1. The reactants are [C-]#N, C1CCOC1, CO, COC(=O)C(CCCCNCc1ccc(F)c(C)c1)CC(OC)c1ccc(F)cc1, [K+], NO, O. Product: COC(CC(CCCCNCc1ccc(F)c(C)c1)C(=O)NO)c1ccc(F)cc1. RXN SMILES: [C-:35]#[N:36].[CH2:38]1[O:39][CH2:40][CH2:41][CH2:42]1.[CH3:31][OH:32].[F:1][c:2]1[c:3]([CH3:30])[cH:4][c:5]([CH2:6][NH:7][CH2:8][CH2:9][CH2:10][CH2:11][CH:12]([C:13](=[O:14])[O:15][CH3:16])[CH2:17][CH:18]([O:19][CH3:20])[c:21]2[cH:22][cH:23][c:24]([F:27])[cH:25][cH:26]2)[cH:28][cH:29]1.[K+:37].[NH2:33][OH:34].[OH2:43]>>[F:1][c:2]1[c:3]([CH3:30])[cH:4][c:5]([CH2:6][NH:7][CH2:8][CH2:9][CH2:10][CH2:11][CH:12]([C:13](=[O:14])[NH:33][OH:34])[CH2:17][CH:18]([O:19][CH3:20])[c:21]2[cH:22][cH:23][c:24]([F:27])[cH:25][cH:26]2)[cH:28][cH:29]1. Reactants: C(C)OC(=O)C1(CCN(CC1)CCO)C1=CC=CC=C1 (1-(2-hydroxyethyl)-4-phenyl-4-piperidinecarboxylic acid ethyl ester), Cl (hydrogen chloride), S(=O)(Cl)Cl (thionyl chloride). The solvent is C(Cl)Cl (methylene chloride). Product: Cl.C(C)OC(=O)C1(CCN(CC1)CCCl)C1=CC=CC=C1 (1-(2-chloroethyl)-4-phenyl-4-piperidinecarboxylic acid ethyl ester hydrochloride). As a reaction SMILES: [CH2:1]([O:3][C:4]([C:6]1([C:15]2[CH:20]=[CH:19][CH:18]=[CH:17][CH:16]=2)[CH2:11][CH2:10][N:9]([CH2:12][CH2:13]O)[CH2:8][CH2:7]1)=[O:5])[CH3:2].[ClH:21].S(Cl)([Cl:24])=O>C(Cl)Cl>[ClH:24].[CH2:1]([O:3][C:4]([C:6]1([C:15]2[CH:20]=[CH:19][CH:18]=[CH:17][CH:16]=2)[CH2:11][CH2:10][N:9]([CH2:12][CH2:13][Cl:21])[CH2:8][CH2:7]1)=[O:5])[CH3:2] |f:4.5|. Procedure: A solution is prepared from 5.9 parts of the ester obtained in the preceding paragraph and 134 parts of methylene chloride. This solution is saturated with hydrogen chloride gas at below 10° and 5.1 parts of thionyl chloride is added. The mixture is refluxed for 1 hour and then cooled and volatile material is removed under reduced pressure. The residue is dissolved in 88 parts of benzene, and the solution evaporated under reduced pressure. The residue is then crystallized from a mixture of ethan...